This data is from the Open Reaction Database (ORD), a public repository of structured organic reaction records. The task is: describe an organic reaction: reactants, conditions, products, and yield Starting materials: COC1=CC(=CC=C1)C=C (1-methoxy-3-vinylbenzene), [N+](=[N-])=CC(=O)OCC (ethyl diazoacetate). Reagents/catalysts: O=C=O.C(CCCCCC)[Rh]CCCCCCC (dioxomethane diheptylrhodium). Run in C(Cl)Cl (DCM), C(Cl)Cl (DCM). Reaction conditions: time 2 hour. Yields the product COC=1C=C(C=CC1)C1C(C1)C(=O)OCC (ethyl 2-(3-methoxyphenyl)cyclopropanecarboxylate). Isolated yield 63.8%. As a reaction SMILES: [CH3:1][O:2][C:3]1[CH:8]=[CH:7][CH:6]=[C:5]([CH:9]=[CH2:10])[CH:4]=1.[N+](=[CH:13][C:14]([O:16][CH2:17][CH3:18])=[O:15])=[N-]>C(Cl)Cl.O=C=O.C([Rh]CCCCCCC)CCCCCC>[CH3:1][O:2][C:3]1[CH:4]=[C:5]([CH:9]2[CH2:10][CH:13]2[C:14]([O:16][CH2:17][CH3:18])=[O:15])[CH:6]=[CH:7][CH:8]=1 |f:3.4|. Reported procedure: To a mixture of 1-methoxy-3-vinylbenzene (3.10 g, 23.1 mmol) and dioxomethane-diheptylrhodium (4:2) (0.090 g, 0.12 mmol) in DCM (100 mL) under an atmosphere of argon at rt was added a solution of ethyl diazoacetate (1.22 mL, 11.6 mmol) in DCM (6 mL) dropwise via syringe. The reaction mixture as allowed to stir at rt for 2 h and then concentrated. The residue was purified by column chromatography to give the desired product (1.63 g) as a mixture of cis and trans isomers, along with recovered star... Product: C(C=C)C1=CC=C(C=C1)Br (4-allylbromobenzene). Procedure details: To a solution of t-butylnitrite (535 μl, 4.5 mmol) and allyl bromide (3.9 ml, 45.0 mmol) in CH3CN (3 ml), 4-bromoaniline (516 mg, 3.0 mmol) was added during 20 minutes, while maintaining the temperature of the reaction mixture at 30-35° C. At the end of the addition of the aniline, extra t-butylnitrite (180 μl, 1.5 mmol) was added to the reaction mixture which then was stirred at 30° C. for one hour. The volatile material in the reaction mixture was removed at reduced pressure. Column chromatogr... The reactants are NC1=CC=CC=C1 (aniline), C(C)(C)(C)ON=O (t-butylnitrite), C(C)(C)(C)ON=O (t-butylnitrite), C(C=C)Br (allyl bromide), BrC1=CC=C(N)C=C1 (4-bromoaniline). Solvent: CC#N (CH3CN). Run at temperature 32.5 celsius, time 1 hour. The yield is 33.8%. Reaction SMILES: C(ON=O)(C)(C)C.[CH2:8]([Br:11])[CH:9]=[CH2:10].Br[C:13]1[CH:19]=[CH:18][C:16](N)=[CH:15][CH:14]=1.NC1C=CC=CC=1>CC#N>[CH2:15]([C:14]1[CH:13]=[CH:19][C:8]([Br:11])=[CH:9][CH:10]=1)[CH:16]=[CH2:18]. The reactants are OC1=C(C(=NN1C1=CC=C(C=C1)C(F)(F)F)C)C(C)=O (1-(5-hydroxy-3-methyl-1-(4-trifluoromethylphenyl)-1H-pyrazol-4-yl)-ethanone), COC(=O)C1=CC=C(C(=O)NN)C=C1 (4-methoxycarbonylbenzhydrazide). The product is CC1=NN(C(C1=C(C)NNC(C1=CC=C(C=C1)C(=O)OC)=O)=O)C1=CC=C(C=C1)C(F)(F)F (4-methoxycarbonylbenzoic N′-(1-(3-methyl-5-oxo-1-(4-trifluoromethylphenyl)-1,5-dihydropyrazol-4-ylidene)-ethyl)-hydrazide). Reaction SMILES: [OH:1][C:2]1[N:6]([C:7]2[CH:12]=[CH:11][C:10]([C:13]([F:16])([F:15])[F:14])=[CH:9][CH:8]=2)[N:5]=[C:4]([CH3:17])[C:3]=1[C:18](=O)[CH3:19].[CH3:21][O:22][C:23]([C:25]1[CH:34]=[CH:33][C:28]([C:29]([NH:31][NH2:32])=[O:30])=[CH:27][CH:26]=1)=[O:24]>>[CH3:17][C:4]1[C:3](=[C:18]([NH:32][NH:31][C:29](=[O:30])[C:28]2[CH:33]=[CH:34][C:25]([C:23]([O:22][CH3:21])=[O:24])=[CH:26][CH:27]=2)[CH3:19])[C:2](=[O:1])[N:6]([C:7]2[CH:12]=[CH:11][C:10]([C:13]([F:15])([F:16])[F:14])=[CH:9][CH:8]=2)[N:5]=1. Reported procedure: From 1-(5-hydroxy-3-methyl-1-(4-trifluoromethylphenyl)-1H-pyrazol-4-yl)-ethanone and 4-methoxycarbonylbenzhydrazide, 58.9 mg of the desired product was obtained in the same manner as in Synthetic Example 4 as a yellow solid (yield 65%).